From a dataset of the Open Reaction Database (ORD), a public repository of structured organic reaction records. describe an organic reaction: reactants, conditions, products, and yield The reactants are C(C1=CC=CC=C1)OC(=O)N1C2COCC1CNC2 (3-oxa-7,9-diaza-bicyclo[3.3.1]nonane-9-carboxylic acid benzyl ester), C(=O)([O-])[O-].[K+].[K+] (K2CO3), IC(C)C (2-iodopropane). Reagents/catalysts: [Pd] (Pd on carbon). Solvent: CN(C)C=O (DMF), CCOC(=O)C (EtOAc), CO (MeOH). Reaction conditions: temperature 80 celsius, time 16 hour. Product: C(C)(C)N1CC2COCC(C1)N2 (7-isopropyl-3-oxa-7,9-diaza-bicyclo[3.3.1]nonane). Isolated yield 57.0%. Reaction SMILES: C(OC([N:11]1[CH:16]2[CH2:17][NH:18][CH2:19][CH:12]1[CH2:13][O:14][CH2:15]2)=O)C1C=CC=CC=1.C([O-])([O-])=O.[K+].[K+].I[CH:27]([CH3:29])[CH3:28]>CN(C=O)C.CCOC(C)=O.CO.[Pd]>[CH:27]([N:18]1[CH2:17][CH:16]2[NH:11][CH:12]([CH2:13][O:14][CH2:15]2)[CH2:19]1)([CH3:29])[CH3:28] |f:1.2.3|. Procedure: To a solution of 3-oxa-7,9-diaza-bicyclo[3.3.1]nonane-9-carboxylic acid benzyl ester (Compound X) (100 mg, 0.33 mmol) in DMF (5 mL) was added K2CO3 (91 mg, 0.66 mmol) and 2-iodopropane (111 mg, 0.66 mmol). The reaction mixture was heated to 80° C. and stirred for 16 hours. The mixture was diluted with EtOAc (60 mL), and then washed with sat. NH4Cl, sat. NaHCO3 and brine (20 mL) respectively. The organic layer was dried over Na2SO4, and then concentrated to give the crude product which was dissol... Reactants: C(C1=CC=CC=C1)N1CCC(CC1)CC1=CC=CC=2N1N=C(N2)NC2=CC=C(C=C2)C(F)(F)F (5-((1-Benzylpiperidin-4-yl)methyl)-N-(4-(trifluoromethyl)phenyl)-[1,2,4]triazolo[1,5-a]pyridin-2-amine), N1CCC(CC1)CC1=CC=CC=2N1N=C(N2)NC2=CC=C(C=C2)C(F)(F)F (5-(piperidin-4-ylmethyl)-N-(4-(trifluoromethyl)phenyl)-[1,2,4]triazolo[1,5-a]pyridin-2-amine), C(C)N1CCC(CC1)CC1=CC=CC=2N1N=C(N2)NC2=CC=C(C=C2)C(F)(F)F (5-((1-Ethylpiperidin-4-yl)methyl)-N-(4-(trifluoromethyl)phenyl)-[1,2,4]triazolo[1,5-a]pyridin-2-amine), C(C1=CC=CC=C1)N1CCC(CC1)=C (1-benzyl-4-methylenepiperidine), BrC1=CC=CC=2N1N=C(N2)NC2=CC=C(C=C2)C(F)(F)F (5-bromo-N-(4-(trifluoromethyl)phenyl)-[1,2,4]triazolo[1,5-a]pyridin-2-amine), C1(=CC=CC=C1)NC1=NN2C(C=CC=C2CC2CCNCC2)=N1 (N-phenyl-5-(piperidin-4-ylmethyl)-[1,2,4]triazolo[1,5-a]pyridin-2-amine). Reagents/catalysts: [Pd] (palladium on carbon). The solvent is C(C)O (ethanol), C(C)(=O)O (acetic acid). Conditions: time 8 hour. Yields the product C(C)N1CCC(CC1)CC1=CC=CC=2N1N=C(N2)NC2=CC=C(C=C2)C(F)(F)F (5-((1-Ethylpiperidin-4-yl)methyl)-N-(4-(trifluoromethyl)phenyl)-[1,2,4]triazolo[1,5-a]pyridin-2-amine), FC(C1=CC=C(C=C1)NC1=NN2C(C=CC=C2)=N1)(F)F (N-(4-(trifluoromethyl)phenyl)-[1,2,4]triazolo[1,5-a]pyridin-2-amine). Yield: 13.3%. As a reaction SMILES: [CH2:1]([N:3]1[CH2:8][CH2:7][CH:6]([CH2:9][C:10]2[N:15]3[N:16]=[C:17]([NH:19][C:20]4[CH:25]=[CH:24][C:23]([C:26]([F:29])([F:28])[F:27])=[CH:22][CH:21]=4)[N:18]=[C:14]3[CH:13]=[CH:12][CH:11]=2)[CH2:5][CH2:4]1)[CH3:2].C(N1CCC(=C)CC1)C1C=CC=CC=1.Br[C:45]1[N:50]2[N:51]=[C:52]([NH:54][C:55]3[CH:60]=[CH:59][C:58]([C:61]([F:64])([F:63])[F:62])=[CH:57][CH:56]=3)[N:53]=[C:49]2[CH:48]=[CH:47][CH:46]=1.C1(NC2N=C3C=CC=C(CC4CCNCC4)N3N=2)C=CC=CC=1.C(N1CCC(CC2N3N=C(NC4C=CC(C(F)(F)F)=CC=4)N=C3C=CC=2)CC1)C1C=CC=CC=1.N1CCC(CC2N3N=C(NC4C=CC(C(F)(F)F)=CC=4)N=C3C=CC=2)CC1>C(O)C.[Pd].C(O)(=O)C>[CH2:1]([N:3]1[CH2:4][CH2:5][CH:6]([CH2:9][C:10]2[N:15]3[N:16]=[C:17]([NH:19][C:20]4[CH:21]=[CH:22][C:23]([C:26]([F:28])([F:27])[F:29])=[CH:24][CH:25]=4)[N:18]=[C:14]3[CH:13]=[CH:12][CH:11]=2)[CH2:7][CH2:8]1)[CH3:2].[F:64][C:61]([F:62])([F:63])[C:58]1[CH:59]=[CH:60][C:55]([NH:54][C:52]2[N:53]=[C:49]3[CH:48]=[CH:47][CH:46]=[CH:45][N:50]3[N:51]=2)=[CH:56][CH:57]=1. Procedure details: 5-((1-Ethylpiperidin-4-yl)methyl)-N-(4-(trifluoromethyl)phenyl)-[1,2,4]triazolo[1,5-a]pyridin-2-amine. 541-Benzylpiperidin-4-yl)methyl)-N-(4-(trifluoromethyl)phenyl)-[1,2,4]triazolo[1,5-a]pyridin-2-amine was synthesized from 1-benzyl-4-methylenepiperidine and 5-bromo-N-(4-(trifluoromethyl)phenyl)-[1,2,4]triazolo[1,5-a]pyridin-2-amine following the procedure described for N-phenyl-5-(piperidin-4-ylmethyl)-[1,2,4]triazolo[1,5-a]pyridin-2-amine. 5-((1-Benzylpiperidin-4-yl)methyl)-N-(4-(trifluoromet... Procedure: To a solution of 1-trityl-imidazole-4-carboxaldehyde (5 g, 14.8 mmoles) in THF (40 mL) is added dropwise a solution of 1M phenylmagnesium bromide in THF (17.7 mL, 17.7 mmoles). The reaction mixture is stirred at room temperature for 3 h, then it is poured into a saturated solution of NH4Cl. The aqueous phase is extracted three times with CH2Cl2. The organic phase is dried over magnesium sulphate, filtered and the solvent is removed under reduced pressure. The residue is dissolved in concentrated... Run at time 3 hour. Starting materials: [NH4+].[Cl-] (NH4Cl), C(C1=CC=CC=C1)(C1=CC=CC=C1)(C1=CC=CC=C1)N1C=NC(=C1)C=O (1-trityl-imidazole-4-carboxaldehyde), C1(=CC=CC=C1)[Mg]Br (phenylmagnesium bromide). The solvent is C1CCOC1 (THF), C1CCOC1 (THF). Product: C(C1=CC=CC=C1)C=1N=CNC1 (4-benzyl-1H-imidazole). As a reaction SMILES: C([N:20]1[CH:24]=[C:23]([CH:25]=O)[N:22]=[CH:21]1)(C1C=CC=CC=1)(C1C=CC=CC=1)C1C=CC=CC=1.[C:27]1([Mg]Br)[CH:32]=[CH:31][CH:30]=[CH:29][CH:28]=1.[NH4+].[Cl-]>C1COCC1>[CH2:25]([C:23]1[N:22]=[CH:21][NH:20][CH:24]=1)[C:27]1[CH:32]=[CH:31][CH:30]=[CH:29][CH:28]=1 |f:2.3|. Starting materials: BrC=1C=CC(=C(C=O)C1)O (5-Bromo-2-hydroxybenzaldehyde), Cl (HCl), [H-].[Na+] (NaH), BrCC(=O)OCC (Ethyl bromoacetate). The solvent is CN(C)C=O (DMF). Conditions: temperature 0 celsius, time 1 hour. Yields the product C(C)OC(COC1=C(C=C(C=C1)Br)C=O)=O (Ethyl(4-bromo-2-formylphenoxy)acetate). Yield: 98.1%. As a reaction SMILES: [Br:1][C:2]1[CH:3]=[CH:4][C:5]([OH:10])=[C:6]([CH:9]=1)[CH:7]=[O:8].[H-].[Na+].Br[CH2:14][C:15]([O:17][CH2:18][CH3:19])=[O:16].Cl>CN(C=O)C>[CH2:18]([O:17][C:15](=[O:16])[CH2:14][O:10][C:5]1[CH:4]=[CH:3][C:2]([Br:1])=[CH:9][C:6]=1[CH:7]=[O:8])[CH3:19] |f:1.2|. Reported procedure: This compound was prepared according to a literature procedure (Yoo et al., Bioorg. Med. Chem. 5:445, 1997). 5-Bromo-2-hydroxybenzaldehyde (10.0 g, 49.7 mmol) was dissolved in 90 mL anhyd. DMF and the mixture was cooled to 0° C. NaH (60% dispersion in mineral oil, 2.38 g, 59.6 mmol) was added in portions and the reaction was stirred at 0° C. for 1 hour. Ethyl bromoacetate (9.95 g, 59.6 mmol) was then added dropwise over 10 minutes and the reaction was stirred at rt overnight (18 hours). After th...